Dataset: the Open Reaction Database (ORD), a public repository of structured organic reaction records. Task: describe an organic reaction: reactants, conditions, products, and yield Reactants: O[C@@H]1C[C@@H](N(C1)CC1=CC(=CC=C1)C(F)(F)F)C(=O)OCC1=CC(=CC=C1)C(F)(F)F ((2R,4R)-3-(trifluoromethyl)benzyl 4-hydroxy-1-(3-(trifluoromethyl)benzyl)pyrrolidine-2-carboxylate), CC(=O)OI1(C=2C=CC=CC2C(=O)O1)(OC(=O)C)OC(=O)C (Dess-Martin periodinane). The solvent is C(Cl)Cl (DCM). Run at time 4 hour. Yields the product O=C1C[C@@H](N(C1)CC1=CC(=CC=C1)C(F)(F)F)C(=O)OCC1=CC(=CC=C1)C(F)(F)F ((R)-3-(trifluoromethyl)benzyl 4-oxo-1-(3-(trifluoromethyl)benzyl)pyrrolidine-2-carboxylate). Yield: 62.0%. RXN SMILES: [OH:1][C@H:2]1[CH2:6][N:5]([CH2:7][C:8]2[CH:13]=[CH:12][CH:11]=[C:10]([C:14]([F:17])([F:16])[F:15])[CH:9]=2)[C@@H:4]([C:18]([O:20][CH2:21][C:22]2[CH:27]=[CH:26][CH:25]=[C:24]([C:28]([F:31])([F:30])[F:29])[CH:23]=2)=[O:19])[CH2:3]1.CC(OI1(OC(C)=O)(OC(C)=O)OC(=O)C2C=CC=CC1=2)=O>C(Cl)Cl>[O:1]=[C:2]1[CH2:6][N:5]([CH2:7][C:8]2[CH:13]=[CH:12][CH:11]=[C:10]([C:14]([F:16])([F:17])[F:15])[CH:9]=2)[C@@H:4]([C:18]([O:20][CH2:21][C:22]2[CH:27]=[CH:26][CH:25]=[C:24]([C:28]([F:31])([F:29])[F:30])[CH:23]=2)=[O:19])[CH2:3]1. Procedure: A solution of (2R,4R)-3-(trifluoromethyl)benzyl 4-hydroxy-1-(3-(trifluoromethyl)benzyl)pyrrolidine-2-carboxylate (D81) (469 mg, 1.05 mmol) in dry DCM (10 ml) was treated with Dess-Martin periodinane (0.57 mg, 1.34 mmol) and stirred at RT 4 hrs. The reaction was quenched with 10% aqueous sodium sulphite solution (10 ml) and extracted with EtOAc (3×10 ml). The organic phases were collected, washed with NaCl sat. sol, dried over Na2SO4 and evaporated to afford a residue which was purified by SPE-Si... Reactants: C1(=CC=CC=C1)C=1SC=CC1 (2-phenylthiophene), C(CCC)[Li] (n-butyl lithium), CCOCC (ether), C(=O)=O (CO2). Run in O1CCCC1 (tetrahydrofuran), CCCCCC (hexane). Reaction conditions: time 1 hour. The product is C1(=CC=CC=C1)C1=CC=C(S1)C(=O)O (5-phenyl 2-thiophenecarboxylic acid). RXN SMILES: [C:1]1([C:7]2[S:8][CH:9]=[CH:10][CH:11]=2)[CH:6]=[CH:5][CH:4]=[CH:3][CH:2]=1.C([Li])CCC.[C:17](=[O:19])=[O:18].CCOCC>O1CCCC1.CCCCCC>[C:1]1([C:7]2[S:8][C:9]([C:17]([OH:19])=[O:18])=[CH:10][CH:11]=2)[CH:2]=[CH:3][CH:4]=[CH:5][CH:6]=1. Reported procedure: A solution of 2-phenylthiophene (16.0 g, 0.1 mole) in 100 ml anhydrous tetrahydrofuran (THF) is treated dropwise with a solution of n-butyl lithium (0.11 mole) in hexane (2 M solution). Thereafter the mixture is stirred for 1 hr. The resulting black solution is poured onto 50 g of solid CO2 covered with ether. When all the CO2 is evaporated, the mixture is treated with 200 ml of water, acidified with 10% HCl and extracted with ether. The extract is washed with 5% NaOH. The latter washings are co... Starting materials: BrCC(=O)C1=NC=C(C=C1Cl)OC (2-bromo-1-(3-chloro-5-methoxypyridin-2-yl)ethanone), C1(C=2C(C(N1)=O)=CC=CC2)=O.[K] (potassium phthalimide), [I-].[K+] (potassium iodide), O (water). The solvent is CN(C=O)C (N,N-dimethylformamide). Conditions: temperature 80 celsius, time 5 hour. The product is ClC=1C(=NC=C(C1)OC)C(CN1C(C=2C(C1=O)=CC=CC2)=O)=O (N-[2-(3-chloro-5-methoxypyridin-2-yl)-2-oxoethyl]phthalimide). Isolated yield 16.8%. As a reaction SMILES: Br[CH2:2][C:3]([C:5]1[C:10]([Cl:11])=[CH:9][C:8]([O:12][CH3:13])=[CH:7][N:6]=1)=[O:4].[C:14]1(=[O:24])[NH:18][C:17](=[O:19])[C:16]2=[CH:20][CH:21]=[CH:22][CH:23]=[C:15]12.[K].[I-].[K+].O>CN(C)C=O>[Cl:11][C:10]1[C:5]([C:3](=[O:4])[CH2:2][N:18]2[C:17](=[O:19])[C:16]3=[CH:20][CH:21]=[CH:22][CH:23]=[C:15]3[C:14]2=[O:24])=[N:6][CH:7]=[C:8]([O:12][CH3:13])[CH:9]=1 |f:1.2,3.4,^1:24|. Procedure details: To 570 mg of 2-bromo-1-(3-chloro-5-methoxypyridin-2-yl)ethanone in 10 ml of N,N-dimethylformamide, 800 mg of potassium phthalimide and 36 mg of potassium iodide were added, and the mixture was stirred at 80° C. for 5 hours. After completion of the reaction, the reaction mixture was allowed to cool to room temperature, mixed with 20 ml of water and extracted with ethyl acetate (40 ml×1), the resulting organic layer was dried over saturated aqueous sodium chloride and then anhydrous sodium sulfate... Reactants: Grignard reagent, [Cl-].[NH4+] (ammonium chloride), [Mg] (magnesium), ClC1CCN(CC1)C (4-chloro-N-methylpiperidine), FC=1C=CC=2C(C3=CC=CC=C3SC2C1)=O (3-fluoro-9-thioxanthone). The solvent is O1CCCC1 (tetrahydrofuran), O1CCCC1 (tetrahydrofuran). Product: FC=1C=CC=2C(C3=CC=CC=C3SC2C1)(O)C1CCN(CC1)C (3-fluoro-9-(1-methyl-4-piperidyl)-thioxanthene-9-ol). As a reaction SMILES: [Mg].Cl[CH:3]1[CH2:8][CH2:7][N:6]([CH3:9])[CH2:5][CH2:4]1.[F:10][C:11]1[CH:12]=[CH:13][C:14]2[C:15](=[O:25])[C:16]3[C:21]([S:22][C:23]=2[CH:24]=1)=[CH:20][CH:19]=[CH:18][CH:17]=3.[Cl-].[NH4+]>O1CCCC1>[F:10][C:11]1[CH:12]=[CH:13][C:14]2[C:15]([CH:3]3[CH2:8][CH2:7][N:6]([CH3:9])[CH2:5][CH2:4]3)([OH:25])[C:16]3[C:21]([S:22][C:23]=2[CH:24]=1)=[CH:20][CH:19]=[CH:18][CH:17]=3 |f:3.4|. Reported procedure: The Grignard reagent prepared from 0.62 g. of magnesium turnings and 3.5 g. of 4-chloro-N-methylpiperidine in tetrahydrofuran is treated with a solution of 3-fluoro-9-thioxanthone (3.0 g.) in 50 ml. of tetrahydrofuran. The mixture is refluxed for four hours, cooled, treated with saturated ammonium chloride solution and extracted with ether. The ether extract is washed with water, dried and concentrated to give 3-fluoro-9-(1-methyl-4-piperidyl)-thioxanthene-9-ol, m.p. 120°-130° C. The reactants are Cl.NC1CC(C2=CC(=CC=C12)OC)(CC(=O)OC)C (Methyl 1-amino-3-methyl-5-methoxyindan-3-acetate hydrochloride), Cl (hydrochloric acid). Run at time 3 hour. The product is Cl.NC1CC(C2=CC(=CC=C12)OC)(CC(=O)O)C (1-Amino-3-methyl-5-methoxyindan-3-acetic acid hydrochloride). The yield is 97.3%. RXN SMILES: [ClH:1].[NH2:2][CH:3]1[C:11]2[C:6](=[CH:7][C:8]([O:12][CH3:13])=[CH:9][CH:10]=2)[C:5]([CH3:19])([CH2:14][C:15]([O:17]C)=[O:16])[CH2:4]1.Cl>>[ClH:1].[NH2:2][CH:3]1[C:11]2[C:6](=[CH:7][C:8]([O:12][CH3:13])=[CH:9][CH:10]=2)[C:5]([CH3:19])([CH2:14][C:15]([OH:17])=[O:16])[CH2:4]1 |f:0.1,3.4|. Reported procedure: 4 g of the title compound of Example 2 in 2 normal hydrochloric acid was heated to reflux, stirred at that temperature for 3 hours and evaporated to give 3.7 g of white solid. The reactants are FC(C(=O)N)(F)F (Trifluoroacetamide), [O-2].[Mg+2] (magnesium oxide), C(C)(=O)OC=1C(=C(C=CC1)I)OC(C)=O (diacetoxyiodobenzene), C(C)(=O)OC=1C(=C(C=CC1)I)OC(C)=O (diacetoxyiodobenzene), FC(C(=O)N)(F)F (trifluoroacetamide), S(=O)(CC(=O)OC)CC(=O)OC (dimethyl 2,2′-sulfinyldiacetate). The reagents and catalysts are CC(=O)[O-].CC(=O)[O-].CC(=O)[O-].CC(=O)[O-].[Rh+2].[Rh+2] (rhodium(II) acetate dimer), CC(=O)[O-].CC(=O)[O-].CC(=O)[O-].CC(=O)[O-].[Rh+2].[Rh+2] (rhodium(II) acetate dimer). Solvent: ClCCl (Dichloromethane). Reaction conditions: time 7 hour. Product: FC(C(=O)N=S(=O)(CC(=O)OC)CC(=O)OC)(F)F (dimethyl 2,2′-[N-(trifluoroacetyl)sulfonimidoyl]diacetate). Yield: 98.4%. As a reaction SMILES: [F:1][C:2]([F:7])([F:6])[C:3]([NH2:5])=[O:4].[O-2].[Mg+2].[S:10]([CH2:17][C:18]([O:20][CH3:21])=[O:19])([CH2:12][C:13]([O:15][CH3:16])=[O:14])=[O:11].C(OC1C(OC(=O)C)=C(I)C=CC=1)(=O)C>CC([O-])=O.CC([O-])=O.CC([O-])=O.CC([O-])=O.[Rh+2].[Rh+2].ClCCl>[F:1][C:2]([F:7])([F:6])[C:3]([N:5]=[S:10]([CH2:12][C:13]([O:15][CH3:16])=[O:14])([CH2:17][C:18]([O:20][CH3:21])=[O:19])=[O:11])=[O:4] |f:1.2,5.6.7.8.9.10|. Procedure details: Trifluoroacetamide (5.43 g, 2 eq), magnesium oxide (3.756 g, 4 eq), and rhodium(II) acetate dimer (309 mg, 0.03 eq) were placed in a 500 mL round-bottom flask. Dichloromethane (230 mL) was added followed by dimethyl 2,2′-sulfinyldiacetate (4.52 g, 23.3 mmol, 1 eq), followed by addition of diacetoxyiodobenzene in small portions (11.257 g, 1.5 eq). The mixture was stirred at room temperature for 7 hours. Following that, an additional 2.2 g of trifluoroacetamide was added followed by the addition o... Starting materials: BrC1=C(C(=O)Cl)C=CC(=C1)C(=O)Cl (bromoterephthaloyl chloride), ClC1=C(C(C(=O)Cl)=CC=C1)C(=O)Cl (chlorophthaloyl chloride), IC1=C(C(=O)Cl)C=CC(=C1)C(=O)Cl (iodoterephthaloyl chloride), IC1=C(C(=O)Cl)C=CC(=C1)C(=O)Cl (iodoterephthaloyl chloride). Product: C(C1=CC=C(C(=O)Cl)C=C1)(=O)Cl (terephthaloyl chloride). Isolated yield 100.0%. Reaction SMILES: Br[C:2]1[CH:10]=[C:9]([C:11]([Cl:13])=[O:12])[CH:8]=[CH:7][C:3]=1[C:4]([Cl:6])=[O:5].IC1C=C(C(Cl)=O)C=CC=1C(Cl)=O.ClC1C=CC=C(C(Cl)=O)C=1C(Cl)=O>>[C:4]([Cl:6])(=[O:5])[C:3]1[CH:7]=[CH:8][C:9]([C:11]([Cl:13])=[O:12])=[CH:10][CH:2]=1. Procedure details: Fibers were made in a similar manner from the same diaminedithiol intermediate and 100% bromoterephthaloyl chloride; from 100% iodoterephthaloyl chloride; from 50% iodoterephthaloyl chloride/50% terephthaloyl chloride; from 50% chlorophthaloyl chloride/50% terephthaloyl chloride; and from 100% terephthaloyl chloride to give the control polybisbenzothiazole.